Dataset: the Open Reaction Database (ORD), a public repository of structured organic reaction records. Task: describe an organic reaction: reactants, conditions, products, and yield Reactants: O (water), ice, ClCCOC=1C=C2C(=NC(=NC2=CC1OC)C1=CC(=C(C=C1)C1=CC=CC=C1)F)NC=1C=C2C=NN(C2=CC1)C(=O)[O-] (5-(6-(2-chloroethoxy)-2-(3-fluoro-4-(phenyl)phenyl)-7-methoxyquinazolin-4-ylamino)-1H-indazole-1-carboxylate), CNC (dimethylamine). The solvent is CS(=O)C (DMSO). Conditions: temperature 85 celsius. Yields the product CN(CCOC=1C=C2C(=NC(=NC2=CC1OC)C1=CC(=C(C=C1)C1=CC=CC=C1)F)NC=1C=C2C=NNC2=CC1)C (6-(2-(dimethylamino)ethoxy)-2-(3-fluoro-4-(phenyl)phenyl)-N-(1H-indazol-5-yl)-7-methoxyquinazolin-4-amine). Reaction SMILES: Cl[CH2:2][CH2:3][O:4][C:5]1[CH:6]=[C:7]2[C:12](=[CH:13][C:14]=1[O:15][CH3:16])[N:11]=[C:10]([C:17]1[CH:22]=[CH:21][C:20]([C:23]3[CH:28]=[CH:27][CH:26]=[CH:25][CH:24]=3)=[C:19]([F:29])[CH:18]=1)[N:9]=[C:8]2[NH:30][C:31]1[CH:32]=[C:33]2[C:37](=[CH:38][CH:39]=1)[N:36](C([O-])=O)[N:35]=[CH:34]2.[CH3:43][NH:44][CH3:45].O>CS(C)=O>[CH3:43][N:44]([CH3:45])[CH2:2][CH2:3][O:4][C:5]1[CH:6]=[C:7]2[C:12](=[CH:13][C:14]=1[O:15][CH3:16])[N:11]=[C:10]([C:17]1[CH:22]=[CH:21][C:20]([C:23]3[CH:28]=[CH:27][CH:26]=[CH:25][CH:24]=3)=[C:19]([F:29])[CH:18]=1)[N:9]=[C:8]2[NH:30][C:31]1[CH:32]=[C:33]2[C:37](=[CH:38][CH:39]=1)[NH:36][N:35]=[CH:34]2. Procedure: To an ice-cold solution of 5-(6-(2-chloroethoxy)-2-(3-fluoro-4-(phenyl)phenyl)-7-methoxyquinazolin-4-ylamino)-1H-indazole-1-carboxylate (0.26 g, 0.55 mmol) in DMSO (3 mL) was bubbled dimethylamine for 3-4 minutes. The mixture was heated at 85° C. for 2 h. The mixture was allowed to cool to RT, upon which it was poured into water (100 mL). The solid that formed was collected via filtration and purified by preparative TLC (SiO2, CH2Cl2:MeOH 9:1) to give the desired compound. Reactants: CCOC(=O)c1cnc(Cl)nc1NCC1CCN(C(=O)OC(C)(C)C)CC1, C1CCOC1, CCOC(C)=O, Cl, [Na+], [OH-], O. Product: CC(C)(C)OC(=O)N1CCC(CNc2nc(Cl)ncc2C(=O)O)CC1. RXN SMILES: [C:1]([CH3:2])([CH3:3])([CH3:4])[O:5][C:6](=[O:7])[N:8]1[CH2:9][CH2:10][CH:11]([CH2:14][NH:15][c:16]2[n:17][c:18]([Cl:27])[n:19][cH:20][c:21]2[C:22](=[O:23])[O:24][CH2:25][CH3:26])[CH2:12][CH2:13]1.[CH2:32]1[O:33][CH2:34][CH2:35][CH2:36]1.[CH3:37][CH2:38][O:39][C:40]([CH3:41])=[O:42].[ClH:30].[Na+:29].[OH-:28].[OH2:31]>>[C:1]([CH3:2])([CH3:3])([CH3:4])[O:5][C:6](=[O:7])[N:8]1[CH2:9][CH2:10][CH:11]([CH2:14][NH:15][c:16]2[n:17][c:18]([Cl:27])[n:19][cH:20][c:21]2[C:22](=[O:23])[OH:24])[CH2:12][CH2:13]1.